Dataset: the Open Reaction Database (ORD), a public repository of structured organic reaction records. Task: describe an organic reaction: reactants, conditions, products, and yield Reactants: Cl.NO (hydroxylamine hydrochloride), [O-]CC.[Na+] (sodium ethoxide), C(#N)C1=NN(C=C1)C (3-cyano-1-methylpyrazole), crude intermediate 71, C(C)(OC)(OC)OC (trimethyl orthoacetate). The reagents and catalysts are [Yb+3].FC(S(=O)(=O)[O-])(F)F.FC(S(=O)(=O)[O-])(F)F.FC(S(=O)(=O)[O-])(F)F (trifluoromethanesulfonic acid Ytterbium (III) salt). The solvent is C(C)O (ethanol), CC(OCC)=O (EA), CCO (EtOH), CCO (EtOH). Conditions: temperature 90 celsius. Yields the product CC1=NC(=NO1)C1=NN(C=C1)C (5-methyl-3-(1-methylpyrazol-3-yl)-1,2,4-oxadiazole). As a reaction SMILES: Cl.[NH2:2]O.[O-:4][CH2:5][CH3:6].[Na+].[C:8]([C:10]1[CH:14]=[CH:13][N:12]([CH3:15])[N:11]=1)#[N:9].C(OC)(OC)(OC)C>CCO.CC(=O)OCC.[Yb+3].FC(F)(F)S([O-])(=O)=O.FC(F)(F)S([O-])(=O)=O.FC(F)(F)S([O-])(=O)=O>[CH3:6][C:5]1[O:4][N:2]=[C:8]([C:10]2[CH:14]=[CH:13][N:12]([CH3:15])[N:11]=2)[N:9]=1 |f:0.1,2.3,8.9.10.11|. Procedure details: To a suspension of hydroxylamine hydrochloride (351 mg, 5.05 mmol) in 4 ml EtOH was added 1.86 ml 21% wt sodium ethoxide in ethanol. The resulting mixture was stirred for 10 min at r.t. before addition of 3-cyano-1-methylpyrazole (70) (535 mg, 5 mmol). The resulting suspension was heated overnight at 90° C. After cooling down, the reaction mixture was diluted with EA then washed with brine. Org. phase was concentrated to dryness to give 506 mg crude intermediate 71. A mixture of the above crude ... Reactants: P(=O)(Cl)(Cl)Cl (phosphorus oxychloride), CN(C=O)C (N,N-dimethylformamide), C1(CCCC2=CC=CC=C12)=O (3,4-dihydronaphthalen-1(2H)-one). Conditions: time 30 minute. Product: ClC1=C(CCC2=CC=CC=C12)C=O (1-chloro-3,4-dihydronaphthalene-2-carbaldehyde). As a reaction SMILES: P(Cl)(Cl)([Cl:3])=O.[C:6]1(=O)[C:15]2[C:10](=[CH:11][CH:12]=[CH:13][CH:14]=2)[CH2:9][CH2:8][CH2:7]1.CN(C)[CH:19]=[O:20]>>[Cl:3][C:6]1[C:15]2[C:10](=[CH:11][CH:12]=[CH:13][CH:14]=2)[CH2:9][CH2:8][C:7]=1[CH:19]=[O:20]. Reported procedure: To N,N-dimethylformamide (2.3 mL) at 0° C. was added phosphorus oxychloride (2.33 mL) dropwise and the solution stirred at ambient temperature for 30 minutes. To this solution was added 3,4-dihydronaphthalen-1(2H)-one (1.46 g) and the mixture heated to 45° C. for 1 hour. The mixture was quenched with ice and extracted with diethyl ether. The combined organic layers were washed with water, saturated sodium bicarbonate, and water, dried over magnesium sulfate, filtered, and concentrated to provide... The reactants are CCOC(=O)c1oc2cccc(OCCCNC3CCNCC3)c2c1C, CCO, CCOC(C)=O, CCN(C(C)C)C(C)C, ClCc1cccnc1, Cl. Product: CCOC(=O)c1oc2cccc(OCCCNC3CCN(Cc4cccnc4)CC3)c2c1C. RXN SMILES: [CH2:1]([CH3:2])[O:3][C:4](=[O:5])[c:6]1[o:7][c:8]2[c:9]([c:10]1[CH3:11])[c:12]([O:16][CH2:17][CH2:18][CH2:19][NH:20][CH:21]1[CH2:22][CH2:23][NH:24][CH2:25][CH2:26]1)[cH:13][cH:14][cH:15]2.[CH3:45][CH2:46][OH:47].[CH3:48][CH2:49][O:50][C:51](=[O:52])[CH3:53].[CH:36]([N:37]([CH2:38][CH3:39])[CH:40]([CH3:41])[CH3:42])([CH3:43])[CH3:44].[Cl:28][CH2:29][c:30]1[cH:31][n:32][cH:33][cH:34][cH:35]1.[ClH:27]>>[CH2:1]([CH3:2])[O:3][C:4](=[O:5])[c:6]1[o:7][c:8]2[c:9]([c:10]1[CH3:11])[c:12]([O:16][CH2:17][CH2:18][CH2:19][NH:20][CH:21]1[CH2:22][CH2:23][N:24]([CH2:29][c:30]3[cH:31][n:32][cH:33][cH:34][cH:35]3)[CH2:25][CH2:26]1)[cH:13][cH:14][cH:15]2. Reactants: C1(=CC=CC=C1)NC([C@@H](NC(C(CCC1=CC=CC=C1)CP(=O)(OC)CCCCN1C(C2=CC=CC=C2C1)=O)=O)CC(C)C)=O ((2-(((4-(1,3-Dihydro-1-oxo-2H-isoindol-2-yl)butyl)methoxyphosphinyl)methyl)-4-phenylbutanoyl)-L-leucine N-phenylamide), [OH-].[Na+] (sodium hydroxide). Solvent: CO (methanol), Cl (hydrochloric acid). Reaction conditions: time 12 hour. Yields the product C1(=CC=CC=C1)NC([C@@H](NC(C(CCC1=CC=CC=C1)CP(=O)(O)CCCCN1C(C2=CC=CC=C2C1)=O)=O)CC(C)C)=O ((2-(((4-(1,3-Dihydro-1-oxo-2H-isoindol-2-yl)butyl)hydroxyphosphinyl)methyl)-4-phenylbutanoyl)-L-leucine N-phenylamide). Yield: 87.2%. Reaction SMILES: [C:1]1([NH:7][C:8](=[O:45])[C@H:9]([CH2:41][CH:42]([CH3:44])[CH3:43])[NH:10][C:11](=[O:40])[CH:12]([CH2:21][P:22]([CH2:26][CH2:27][CH2:28][CH2:29][N:30]2[CH2:38][C:37]3[C:32](=[CH:33][CH:34]=[CH:35][CH:36]=3)[C:31]2=[O:39])([O:24]C)=[O:23])[CH2:13][CH2:14][C:15]2[CH:20]=[CH:19][CH:18]=[CH:17][CH:16]=2)[CH:6]=[CH:5][CH:4]=[CH:3][CH:2]=1.[OH-].[Na+]>CO.Cl>[C:1]1([NH:7][C:8](=[O:45])[C@H:9]([CH2:41][CH:42]([CH3:43])[CH3:44])[NH:10][C:11](=[O:40])[CH:12]([CH2:21][P:22]([CH2:26][CH2:27][CH2:28][CH2:29][N:30]2[CH2:38][C:37]3[C:32](=[CH:33][CH:34]=[CH:35][CH:36]=3)[C:31]2=[O:39])([OH:24])=[O:23])[CH2:13][CH2:14][C:15]2[CH:20]=[CH:19][CH:18]=[CH:17][CH:16]=2)[CH:2]=[CH:3][CH:4]=[CH:5][CH:6]=1 |f:1.2|. Procedure: (2-(((4-(1,3-Dihydro-1-oxo-2H-isoindol-2-yl)butyl)methoxyphosphinyl)methyl)-4-phenylbutanoyl)-L-leucine N-phenylamide (0.31 g, 0.49 mmol) from Step C was dissolved in methanol (10 mL). The solution was cooled in an ice bath and 2N aqueous sodium hydroxide (5 mL, 10 mmol) was added. The solution was allowed to warm to room temperature and was stirred for an additional 12 h before being diluted with 2N aqueous hydrochloric acid (40 mL) and extracted with ethyl acetate (75 mL). The organic extract ... The reactants are OC=1C(=CC=C2C=CC=NC12)CCC (8-hydroxy-7-propylquinoline), CNC (dimethylamine), C=O (formaldehyde). Run in C(C)O (ethanol). Conditions: time 1 hour. Product: CN(C)CC1=C2C=CC=NC2=C(C(=C1)CCC)O (5-dimethylaminomethyl-8-hydroxy-7-propylquinoline). The yield is 94.2%. Reaction SMILES: [OH:1][C:2]1[C:3]([CH2:12][CH2:13][CH3:14])=[CH:4][CH:5]=[C:6]2[C:11]=1[N:10]=[CH:9][CH:8]=[CH:7]2.[CH3:15][NH:16][CH3:17].[CH2:18]=O>C(O)C>[CH3:15][N:16]([CH2:18][C:5]1[CH:4]=[C:3]([CH2:12][CH2:13][CH3:14])[C:2]([OH:1])=[C:11]2[C:6]=1[CH:7]=[CH:8][CH:9]=[N:10]2)[CH3:17]. Reported procedure: To a cold (0°) solution of 8-hydroxy-7-propylquinoline (5.7 g, 30.4 mmol) and 26% aqueous dimethylamine (15 g, 83 mmol) in 30 mL of ethanol was added dropwise 37% aqueous formaldehyde (4.5 g, 55.4 mmol). After stirring at room temperature for 1 hr, the mixture was refluxed for 2 hr, cooled and evaporated to dryness. The residue was diluted with water, extracted twice with ether and the extracts combined and dried (MgSO4). Evaporation gave 5-dimethylaminomethyl-8-hydroxy-7-propylquinoline as a sy... The reactants are C(C)C1=CC=C(C=C1)C1CC(CN(C1)C(=O)N1CCC(CC1)O)C(=O)O (5-(4-Ethylphenyl)-1-[(4-hydroxypiperidin-1-yl)carbonyl]piperidine-3-carboxylic acid), ClC=1C=C(C=CC1)C(N)=NO (3-chloro-N′-hydroxybenzenecarboximidamide). Product: ClC=1C=C(C=CC1)C1=NOC(=N1)C1CN(CC(C1)C1=CC=C(C=C1)CC)C(=O)N1CCC(CC1)O ({3-[3-(3-Chlorophenyl)-1,2,4-oxadiazol-5-yl]-5-(4-ethylphenyl)piperidin-1-yl}(4-hydroxy-piperidin-1-yl)methanone). Reaction SMILES: [CH2:1]([C:3]1[CH:8]=[CH:7][C:6]([CH:9]2[CH2:14][N:13]([C:15]([N:17]3[CH2:22][CH2:21][CH:20]([OH:23])[CH2:19][CH2:18]3)=[O:16])[CH2:12][CH:11]([C:24](O)=O)[CH2:10]2)=[CH:5][CH:4]=1)[CH3:2].[Cl:27][C:28]1[CH:29]=[C:30]([C:34](=[N:36][OH:37])[NH2:35])[CH:31]=[CH:32][CH:33]=1>>[Cl:27][C:28]1[CH:29]=[C:30]([C:34]2[N:35]=[C:24]([CH:11]3[CH2:10][CH:9]([C:6]4[CH:5]=[CH:4][C:3]([CH2:1][CH3:2])=[CH:8][CH:7]=4)[CH2:14][N:13]([C:15]([N:17]4[CH2:18][CH2:19][CH:20]([OH:23])[CH2:21][CH2:22]4)=[O:16])[CH2:12]3)[O:37][N:36]=2)[CH:31]=[CH:32][CH:33]=1. Reported procedure: 80 mg (0.22 mmol) of 5-(4-ethylphenyl)-1-[(4-hydroxypiperidin-1-yl)carbonyl]piperidine-3-carboxylic acid (Example 59A) and 57 mg (0.33 mmol, 1.5 eq.) of 3-chloro-N′-hydroxybenzenecarboximidamide were reacted according to the General Method 2. Yield: 86 mg (78% of theory) Starting materials: S(O)(O)(=O)=O (sulphuric acid), COC=1C=C(C=CC1)C1(C(NC(CC1(C)C)=O)=O)CCCN(C)C (3(3-methoxyphenyl)-3-(3-dimethylaminopropyl)-4,4-dimethylpiperidine-2,6-dione). Run in C(C)O (ethanol), C(C)O (ethanol). Product: S(O)(O)(=O)=O.COC=1C=C(C=CC1)C1(C(NC(CC1(C)C)=O)=O)CCCN(C)C (3(3-methoxyphenyl)-3-(3-dimethylaminopropyl)-4,4-dimethyl-piperidine-2,6-dione bisulphate). Reaction SMILES: [S:1](=[O:5])(=[O:4])([OH:3])[OH:2].[CH3:6][O:7][C:8]1[CH:9]=[C:10]([C:14]2([CH2:24][CH2:25][CH2:26][N:27]([CH3:29])[CH3:28])[C:19]([CH3:21])([CH3:20])[CH2:18][C:17](=[O:22])[NH:16][C:15]2=[O:23])[CH:11]=[CH:12][CH:13]=1>C(O)C>[S:1](=[O:3])(=[O:2])([OH:5])[OH:4].[CH3:6][O:7][C:8]1[CH:9]=[C:10]([C:14]2([CH2:24][CH2:25][CH2:26][N:27]([CH3:29])[CH3:28])[C:19]([CH3:21])([CH3:20])[CH2:18][C:17](=[O:22])[NH:16][C:15]2=[O:23])[CH:11]=[CH:12][CH:13]=1 |f:3.4|. Reported procedure: A cooled solution of sulphuric acid (9.8 g) in ethanol (100 cm3) was mixed into an ethanol solution of 3(3-methoxyphenyl)-3-(3-dimethylaminopropyl)-4,4-dimethylpiperidine-2,6-dione (AGN 2979) (33.25 g). Substantially immediately after mixing, the solvent was evaporated under reduced pressure and the residue recrystallised from ethanol to yield AGN 2979 bisulphate as crystals having a melting point of 164° C. After storage for a prolonged period in a non-air tight container, a sample had a portio...